Dataset: the Open Reaction Database (ORD), a public repository of structured organic reaction records. Task: describe an organic reaction: reactants, conditions, products, and yield The reactants are FC1=C(C=O)C=CC=C1 (2-fluoro-benzaldehyde), [H-].[Na+] (NaH), [H-].[Na+] (NaH), C(C)(C)(C)OC(=O)N1CC(C(CC1)O)F (3-fluoro-4-hydroxy-piperidine-1-carboxylic acid tert-butyl ester). The solvent is C1CCOC1 (THF), [Cl-].[Na+].O (brine). Run at time 15 hour. Yields the product C(C)(C)(C)OC(=O)N1CC(C(CC1)OC1=C(C=CC=C1)C=O)F (3-fluoro-4-(2-formyl-phenoxy)-piperidine-1-carboxylic acid tert-butyl ester). The yield is 66.6%. Reaction SMILES: [H-].[Na+].[C:3]([O:7][C:8]([N:10]1[CH2:15][CH2:14][CH:13]([OH:16])[CH:12]([F:17])[CH2:11]1)=[O:9])([CH3:6])([CH3:5])[CH3:4].F[C:19]1[CH:26]=[CH:25][CH:24]=[CH:23][C:20]=1[CH:21]=[O:22]>C1COCC1.[Cl-].[Na+].O>[C:3]([O:7][C:8]([N:10]1[CH2:15][CH2:14][CH:13]([O:16][C:19]2[CH:26]=[CH:25][CH:24]=[CH:23][C:20]=2[CH:21]=[O:22])[CH:12]([F:17])[CH2:11]1)=[O:9])([CH3:6])([CH3:4])[CH3:5] |f:0.1,5.6.7|. Procedure: NaH (55-65%; 44 mg; 1.09 mmol; 1.2 eq.) was added to a solution of 3-fluoro-4-hydroxy-piperidine-1-carboxylic acid tert-butyl ester (200 mg; 0.91 mmol; 1 eq.) in THF (15 mL) and the resulting mixture was stirred at room temperature for 15 minutes whereupon 2-fluoro-benzaldehyde (113 mg; 0.91 mmol; 1 eq.) was added dropwise. The reaction mixture was stirred at room temperature for 15 hours then at 60° C. for a further 4 hours. NaH (44 mg; 1.09 mmol; 1.2 eq.) was added and the resulting mixture wa... Starting materials: NC=1NC(C(=C(N1)Cl)C#N)=O (2-amino-4-chloro-6-oxo-1,6-dihydro-pyrimidine-5-carbonitrile), C(CCC)[Sn](C=1OCCC1)(CCCC)CCCC (tributyl-(4,5-dihydro-furan-2-yl)-stannane). The reagents and catalysts are Cl[Pd]([P](C1=CC=CC=C1)(C2=CC=CC=C2)C3=CC=CC=C3)([P](C4=CC=CC=C4)(C5=CC=CC=C5)C6=CC=CC=C6)Cl (bis(triphenylphosphine)palladium(II) chloride). Run in O1CCOCC1 (dioxane). Run at temperature 100 celsius. Yields the product NC=1NC(C(=C(N1)C=1OCCC1)C#N)=O (2-amino-4-(4,5-dihydro-furan-2-yl)-6-oxo-1,6-dihydro-pyrimidine-5-carbonitrile). Yield: 27.2%. RXN SMILES: [NH2:1][C:2]1[NH:3][C:4](=[O:11])[C:5]([C:9]#[N:10])=[C:6](Cl)[N:7]=1.C([Sn](CCCC)(CCCC)[C:17]1[O:18][CH2:19][CH2:20][CH:21]=1)CCC>O1CCOCC1.Cl[Pd](Cl)([P](C1C=CC=CC=1)(C1C=CC=CC=1)C1C=CC=CC=1)[P](C1C=CC=CC=1)(C1C=CC=CC=1)C1C=CC=CC=1>[NH2:1][C:2]1[NH:3][C:4](=[O:11])[C:5]([C:9]#[N:10])=[C:6]([C:17]2[O:18][CH2:19][CH2:20][CH:21]=2)[N:7]=1 |^1:38,57|. Procedure: To a stirred solution of 200 mg (1.17 mmol) 2-amino-4-chloro-6-oxo-1,6-dihydro-pyrimidine-5-carbonitrile in 10 ml dioxane under argon at room temperature were added 463 mg (1.29 mmol) tributyl-(4,5-dihydro-furan-2-yl)-stannane and 82 mg (0.12 mmol) bis(triphenylphosphine)palladium(II) chloride. The reaction mixture was heated at 100° C. for 16 h, then cooled to room temperature and concentrated in vacuo. Flash chromatography (ethyl acetate/hexane 1/1 then ethyl acetate then 5/95 methanol/ethyl a... Reactants: CC(C(C)S)S (2,3-butanedithiol), ClCC(CC)=O (1-chloro-2-butanone). Product: C(C)C=1SC(C(SC1)C)C (2-ethyl-5,6-dihydro-5,6-dimethyl-1,4-dithiin). Isolated yield 53.0%. RXN SMILES: [CH3:1][CH:2]([SH:6])[CH:3]([SH:5])[CH3:4].Cl[CH2:8][C:9](=O)[CH2:10][CH3:11]>>[CH2:10]([C:9]1[S:5][CH:3]([CH3:4])[CH:2]([CH3:1])[S:6][CH:8]=1)[CH3:11]. Procedure details: The procedure of Example 1(a) is followed using 2,3-butanedithiol and 1-chloro-2-butanone to give 2-ethyl-5,6-dihydro-5,6-dimethyl-1,4-dithiin as a colorless oil, b.p. 55°-58°/0.03-0.05 mm, yield 53%. NMR 1.08 (3t), 1.36 (6d), 2.18 (2q), 2.7-3.1 (2m), 5.78 (1s, broadened) (CDCl3). IR 3000 (shoulder), 2955, 1570, 1440, 1365, 1110, 825, 705. The reactants are FCC(C(C(=O)OCC)=CC1=CC(=CC=C1)[N+](=O)[O-])=O (Ethyl 4-fluoro-2-(3-nitrophenylmethylene)-3-oxobutanoate), Cl.NC(=CC(=O)OCC)N (ethyl 3,3-diamino-2-propenoate hydrochloride), [Na] (sodium). The solvent is C(C)O (ethanol), C(C)O (ethanol). Product: NC=1NC(=C(C(C1C(=O)OCC)C1=CC(=CC=C1)[N+](=O)[O-])C(=O)OCC)CF (Diethyl 2-amino-6-(fluoromethyl)-1,4-dihydro-4-(3-nitrophenyl)-3,5-pyridinedicarboxylate). Reaction SMILES: [F:1][CH2:2][C:3](=O)[C:4](=[CH:10][C:11]1[CH:16]=[CH:15][CH:14]=[C:13]([N+:17]([O-:19])=[O:18])[CH:12]=1)[C:5]([O:7][CH2:8][CH3:9])=[O:6].Cl.[NH2:22][C:23]([NH2:30])=[CH:24][C:25]([O:27][CH2:28][CH3:29])=[O:26].[Na]>C(O)C>[NH2:22][C:23]1[NH:30][C:3]([CH2:2][F:1])=[C:4]([C:5]([O:7][CH2:8][CH3:9])=[O:6])[CH:10]([C:11]2[CH:16]=[CH:15][CH:14]=[C:13]([N+:17]([O-:19])=[O:18])[CH:12]=2)[C:24]=1[C:25]([O:27][CH2:28][CH3:29])=[O:26] |f:1.2,^1:30|. Reported procedure: Ethyl 4-fluoro-2-(3-nitrophenylmethylene)-3-oxobutanoate (0.6 g, 2.1 mmoles) and ethyl 3,3-diamino-2-propenoate hydrochloride (0.34 g, 12.0 mmoles) were heated at reflux in ethanol (10 ml) and a solution of sodium (0.05 g) in ethanol (5 ml) was added over one hour. The resulting solution was heated at reflux for a further 10 minutes and then filtered hot. The ethanolic solution was evaporated to dryness in vacuo and the resulting solid triturated with 2-propanol. The resulting solid was chromato... The reactants are CCOC(=O)CN(CCc1cccs1)C(=O)OCC, CCO, CCOC(C)=O, Cl, [Na+], [OH-]. Product: CCOC(=O)N(CCc1cccs1)CC(=O)O. As a reaction SMILES: [CH2:1]([CH3:2])[O:3][C:4]([CH2:5][N:6]([CH2:7][CH2:8][c:9]1[s:10][cH:11][cH:12][cH:13]1)[C:14](=[O:15])[O:16][CH2:17][CH3:18])=[O:19].[CH3:23][CH2:24][OH:25].[CH3:26][CH2:27][O:28][C:29]([CH3:30])=[O:31].[ClH:22].[Na+:21].[OH-:20]>>[O:3]=[C:4]([CH2:5][N:6]([CH2:7][CH2:8][c:9]1[s:10][cH:11][cH:12][cH:13]1)[C:14](=[O:15])[O:16][CH2:17][CH3:18])[OH:19].